From a dataset of the Open Reaction Database (ORD), a public repository of structured organic reaction records. describe an organic reaction: reactants, conditions, products, and yield The reactants are C(C)OC(C(=CC1=CC=CC=C1)C#N)=O (2-cyano-3-phenylpropenoic acid ethyl ester). Reagents/catalysts: [Pd] (palladium/charcoal). The solvent is C1=CC=CC=C1 (benzene). Yields the product C(C)OC(C(CC1=CC=CC=C1)C#N)=O (2-cyano-3-phenylpropionic acid ethyl ester). Yield: 92.5%. As a reaction SMILES: [CH2:1]([O:3][C:4](=[O:15])[C:5]([C:13]#[N:14])=[CH:6][C:7]1[CH:12]=[CH:11][CH:10]=[CH:9][CH:8]=1)[CH3:2]>C1C=CC=CC=1.[Pd]>[CH2:1]([O:3][C:4](=[O:15])[CH:5]([C:13]#[N:14])[CH2:6][C:7]1[CH:12]=[CH:11][CH:10]=[CH:9][CH:8]=1)[CH3:2]. Procedure details: A solution of 4.56 g of the ester obtained in 30 ml of benzene was hydrogenated over 0.45 g of a 10% palladium/charcoal under a hydrogen atmosphere at room temperature for 4 hours. After filtration of the catalyst, the reaction mixture was concentrated under reduced pressure to obtain 4.26 g of 2-cyano-3-phenylpropionic acid ethyl ester as a colorless oil. Procedure: 7-Phenylthioheptyl bromide was prepared from thiophenol (4.40 g, 40 mmol) and 1,7-dibromoheptane (10.32 g, 40 mmol) as described above for 7-phenoxyheptyl bromide. Yield: 46% bp; 132-136° C./0.05 torr; 1H-NMR: 1.30-1.85 (m, 10H), 2.90 (t, 2H), 3.35 (t, 2H), 7.25 (s, 5H)). Reaction SMILES: [C:1]1([SH:7])[CH:6]=[CH:5][CH:4]=[CH:3][CH:2]=1.[Br:8][CH2:9][CH2:10][CH2:11][CH2:12][CH2:13][CH2:14][CH2:15]Br.O(CCCCCCCBr)C1C=CC=CC=1>>[C:1]1([S:7][CH2:15][CH2:14][CH2:13][CH2:12][CH2:11][CH2:10][CH2:9][Br:8])[CH:6]=[CH:5][CH:4]=[CH:3][CH:2]=1. The yield is 46.0%. Product: C1(=CC=CC=C1)SCCCCCCCBr (7-Phenylthioheptyl bromide). Starting materials: C1(=CC=CC=C1)S (thiophenol), BrCCCCCCCBr (1,7-dibromoheptane), O(C1=CC=CC=C1)CCCCCCCBr (7-phenoxyheptyl bromide). Reactants: CN(C)C=O, [H-], CI, [Na+], O, CCOC(=O)CCc1cn(Cc2ccc(OCc3nc(-c4ccccc4)oc3C)cc2)nc1O. Yields the product CCOC(=O)CCc1cn(Cc2ccc(OCc3nc(-c4ccccc4)oc3C)cc2)nc1OC. RXN SMILES: [CH3:40][N:41]([CH3:42])[CH:43]=[O:44].[H-:35].[I:37][CH3:38].[Na+:36].[OH2:39].[OH:1][c:2]1[n:3][n:4]([CH2:14][c:15]2[cH:16][cH:17][c:18]([O:21][CH2:22][c:23]3[n:24][c:25](-[c:29]4[cH:30][cH:31][cH:32][cH:33][cH:34]4)[o:26][c:27]3[CH3:28])[cH:19][cH:20]2)[cH:5][c:6]1[CH2:7][CH2:8][C:9](=[O:10])[O:11][CH2:12][CH3:13]>>[O:1]([c:2]1[n:3][n:4]([CH2:14][c:15]2[cH:16][cH:17][c:18]([O:21][CH2:22][c:23]3[n:24][c:25](-[c:29]4[cH:30][cH:31][cH:32][cH:33][cH:34]4)[o:26][c:27]3[CH3:28])[cH:19][cH:20]2)[cH:5][c:6]1[CH2:7][CH2:8][C:9](=[O:10])[O:11][CH2:12][CH3:13])[CH3:38]. Starting materials: CC(COc1ccccc1[N+](=O)[O-])CN1CCC(O)CC1, O=[N+]([O-])c1ccccc1OCCCN1CCC(O)CC1, BrC(c1ccccc1)c1ccccc1. The product is CC(COc1ccccc1[N+](=O)[O-])CN1CCC(OC(c2ccccc2)c2ccccc2)CC1. Reaction SMILES: [OH:15][CH:16]1[CH2:17][CH2:18][N:19]([CH2:22][CH:23]([CH2:24][O:25][c:26]2[c:27]([N+:32](=[O:33])[O-:34])[cH:28][cH:29][cH:30][cH:31]2)[CH3:35])[CH2:20][CH2:21]1.[OH:36][CH:37]1[CH2:38][CH2:39][N:40]([CH2:41][CH2:42][CH2:43][O:44][c:45]2[cH:46][cH:47][cH:48][cH:49][c:50]2[N+:51]([O-:52])=[O:53])[CH2:54][CH2:55]1.[c:1]1([CH:7]([c:8]2[cH:9][cH:10][cH:11][cH:12][cH:13]2)[Br:14])[cH:2][cH:3][cH:4][cH:5][cH:6]1>>[c:1]1([CH:7]([c:8]2[cH:9][cH:10][cH:11][cH:12][cH:13]2)[O:15][CH:16]2[CH2:17][CH2:18][N:19]([CH2:22][CH:23]([CH2:24][O:25][c:26]3[c:27]([N+:32](=[O:33])[O-:34])[cH:28][cH:29][cH:30][cH:31]3)[CH3:35])[CH2:20][CH2:21]2)[cH:2][cH:3][cH:4][cH:5][cH:6]1.